The task is: describe an organic reaction: reactants, conditions, products, and yield. This data is from the Open Reaction Database (ORD), a public repository of structured organic reaction records. Starting materials: Cc1ccc(Br)s1, C1COCCO1, Cc1ccncc1N1CCNC1=O, I[Cu]I, [K+], [K+], [K+], NC1CCCCC1N, O=P([O-])([O-])[O-]. Yields the product Cc1ccc(N2CCN(c3cnccc3C)C2=O)s1. RXN SMILES: [Br:30][c:31]1[s:32][c:33]([CH3:36])[cH:34][cH:35]1.[CH2:40]1[O:41][CH2:42][CH2:43][O:44][CH2:45]1.[CH3:17][c:18]1[c:19]([N:24]2[C:25](=[O:29])[NH:26][CH2:27][CH2:28]2)[cH:20][n:21][cH:22][cH:23]1.[Cu:37]([I:38])[I:39].[K+:14].[K+:15].[K+:16].[NH2:1][CH:2]1[CH2:3][CH2:4][CH2:5][CH2:6][CH:7]1[NH2:8].[P:9]([O-:10])([O-:11])([O-:12])=[O:13]>>[CH3:17][c:18]1[c:19]([N:24]2[C:25](=[O:29])[N:26]([c:31]3[s:32][c:33]([CH3:36])[cH:34][cH:35]3)[CH2:27][CH2:28]2)[cH:20][n:21][cH:22][cH:23]1.